From a dataset of the Open Reaction Database (ORD), a public repository of structured organic reaction records. describe an organic reaction: reactants, conditions, products, and yield Reactants: O (water), C(C)(C)N(C(C)C)CC (N,N-Diisopropylethylamine), C1(CC1)NC(=O)C=1C=CC(=C(C1)NC(C1=C(C=C(C=C1)F)[N+](=O)[O-])=O)C (N-{5-[(cyclopropylamino)carbonyl]-2-methylphenyl}-4-fluoro-2-nitrobenzamide), CN1CCNCC1 (N-methylpiperazine). Run in CS(=O)C (DMSO). Run at temperature 90 celsius, time 16 hour. The product is C1(CC1)NC(C1=CC(=C(C=C1)C)N1C=NC2=CC(=CC=C2C1=O)N1CCN(CC1)C)=O (N-cyclopropyl-4-methyl-3-[7-(4-methylpiperazin-1-yl)-4-oxoquinazolin-3(4H)-yl]benzamide). As a reaction SMILES: [CH:1](N(CC)C(C)C)(C)C.[CH:10]1([NH:13][C:14]([C:16]2[CH:17]=[CH:18][C:19]([CH3:35])=[C:20]([NH:22][C:23](=[O:34])[C:24]3[CH:29]=[CH:28][C:27](F)=[CH:26][C:25]=3[N+:31]([O-])=O)[CH:21]=2)=[O:15])[CH2:12][CH2:11]1.[CH3:36][N:37]1[CH2:42][CH2:41][NH:40][CH2:39][CH2:38]1.O>CS(C)=O>[CH:10]1([NH:13][C:14](=[O:15])[C:16]2[CH:17]=[CH:18][C:19]([CH3:35])=[C:20]([N:22]3[C:23](=[O:34])[C:24]4[C:25](=[CH:26][C:27]([N:40]5[CH2:41][CH2:42][N:37]([CH3:36])[CH2:38][CH2:39]5)=[CH:28][CH:29]=4)[N:31]=[CH:1]3)[CH:21]=2)[CH2:12][CH2:11]1. Reported procedure: N,N-Diisopropylethylamine (0.30 ml) was added to a stirred mixture of N-{5-[(cyclopropylamino)carbonyl]-2-methylphenyl}-4-fluoro-2-nitrobenzamide (0.30 g) and N-methylpiperazine (0.28 ml) in DMSO (0.5 ml). The mixture was heated to 90° C. and stirred for 16 hours. The reaction mixture was poured into water (100 ml), the resulting solid was filtered, washed with water, diethyl ether and redissolved in methylene chloride. The organic phase was dried (diatomaceous earth column) and evaporated to gi... The reactants are COC=1N=CC=C2C1N(N=C2C2=CC=CC=C2)C2=CSC=C2 (7-methoxy-3-phenyl-1-(3-thienyl)-1H-pyrazolo[3,4-c]pyridine), [I-].[Na+] (sodium iodide), Cl[Si](C)(C)C (chloro(trimethyl)silane). The solvent is C(C)#N (acetonitrile). Reaction conditions: temperature 60 celsius, time 1 hour. Product: C1(=CC=CC=C1)C1=NN(C=2C(NC=CC21)=O)C2=CSC=C2 (3-phenyl-1-(3-thienyl)-1,6-dihydro-7H-pyrazolo[3,4-c]pyridin-7-one). The yield is 90.1%. As a reaction SMILES: C[O:2][C:3]1[N:4]=[CH:5][CH:6]=[C:7]2[C:11]([C:12]3[CH:17]=[CH:16][CH:15]=[CH:14][CH:13]=3)=[N:10][N:9]([C:18]3[CH:22]=[CH:21][S:20][CH:19]=3)[C:8]=12.[I-].[Na+].Cl[Si](C)(C)C>C(#N)C>[C:12]1([C:11]2[C:7]3[CH:6]=[CH:5][NH:4][C:3](=[O:2])[C:8]=3[N:9]([C:18]3[CH:22]=[CH:21][S:20][CH:19]=3)[N:10]=2)[CH:13]=[CH:14][CH:15]=[CH:16][CH:17]=1 |f:1.2|. Procedure details: To a solution of 7-methoxy-3-phenyl-1-(3-thienyl)-1H-pyrazolo[3,4-c]pyridine (28.5 mg) in acetonitrile (10 mL) were added sodium iodide (27.8 mg) and chloro(trimethyl)silane (81 mg), and the mixture was stirred at 60° C. for 1 hr. The reaction mixture was concentrated under reduced pressure, and the residue was purified by silica gel column chromatography (ethyl acetate/hexane), and crystallized from ethyl acetate and hexane to give the title compound (24.5 mg). Reactants: COC([C@@H](NC(CNC([C@@H](NC([C@@H](NC(=O)OCC1=CC=CC=C1)CO)=O)CC1=CC=C(C=C1)O)=O)=O)CC(C)C)=O (N-benzyloxycarbonyl-L-seryl-L-tyrosylglycyl-L-leucine methyl ester), Cl (hydrogen chloride). The reagents and catalysts are [Pd] (palladium-on-carbon). Solvent: CO (methanol), CO (methanol). Yields the product Cl.COC([C@@H](NC(CNC([C@@H](NC([C@@H](N)CO)=O)CC1=CC=C(C=C1)O)=O)=O)CC(C)C)=O (L-seryl-L-tyrosylglycyl-L-leucine methyl ester hydrochloride). RXN SMILES: [CH3:1][O:2][C:3](=[O:42])[C@H:4]([CH2:38][CH:39]([CH3:41])[CH3:40])[NH:5][C:6](=[O:37])[CH2:7][NH:8][C:9](=[O:36])[C@H:10]([CH2:28][C:29]1[CH:34]=[CH:33][C:32]([OH:35])=[CH:31][CH:30]=1)[NH:11][C:12](=[O:27])[C@H:13]([CH2:25][OH:26])[NH:14]C(OCC1C=CC=CC=1)=O.[ClH:43]>CO.[Pd]>[ClH:43].[CH3:1][O:2][C:3](=[O:42])[C@H:4]([CH2:38][CH:39]([CH3:40])[CH3:41])[NH:5][C:6](=[O:37])[CH2:7][NH:8][C:9](=[O:36])[C@H:10]([CH2:28][C:29]1[CH:34]=[CH:33][C:32]([OH:35])=[CH:31][CH:30]=1)[NH:11][C:12](=[O:27])[C@H:13]([CH2:25][OH:26])[NH2:14] |f:4.5|. Procedure details: A mixture consisting of 2.4 g. of N-benzyloxycarbonyl-L-seryl-L-tyrosylglycyl-L-leucine methyl ester, 60 ml. of methanol, 240 mg. of 5% palladium-on-carbon, and 5.4 ml. of 1.26 N hydrogen chloride in methanol is hydrogenated at one atmosphere and 25° C. for one hour. The mixture is then filtered to remove the catalyst, and the filtrate is evaporated to dryness under reduced pressure to give an amorphous solid residue of L-seryl-L-tyrosylglycyl-L-leucine methyl ester hydrochloride; [α]D25 -12.9° ... Starting materials: CC(C)=CCC\C(\C)=C\CO (Geraniol). The product is CC(C)=CCC\C(\C)=C\C=O (geranial). Solvent: ClCCl (dichloromethane). Reported procedure: Geraniol (7.0 g, 0.045 mol, 1 equiv.), manganese (IV) dioxide (100.0 g) and dichloromethane (500 ml) were stirred together at ambient temperature overnight. The mixture was filtered through Celite™, and the filtrate concentrated in vacuo to yield geranial (5.42 g, 80%). A cooled (−15° C.), stirred suspension of methyltriphenyl-phosphonium iodide (16.0 g, 0.039 mol, 1.1 equiv.) in tetrahydrofuran (50 ml) and diethyl ether (50 ml) was treated with n-butyllithium (2.5 M; 16 ml, 0.039 mol, 1.1 equiv... The reagents and catalysts are [O-2].[O-2].[Mn+4] (manganese (IV) dioxide). RXN SMILES: [CH3:1][C:2](=[CH:4][CH2:5][CH2:6]/[C:7](=[CH:9]/[CH2:10][OH:11])/[CH3:8])[CH3:3]>[O-2].[O-2].[Mn+4].ClCCl>[CH3:3][C:2](=[CH:4][CH2:5][CH2:6]/[C:7](=[CH:9]/[CH:10]=[O:11])/[CH3:8])[CH3:1] |f:1.2.3|. The yield is 79.1%. The reactants are CC1NC(C2=CC(=CC=C2C1)C(F)(F)F)=O (3-Methyl-7-trifluoromethyl-3,4-dihydro-2H-isoquinolin-1-one), BrC=1C=NC=CC1 (3-bromo-pyridine), O1CCOCC1 (1,4-dioxane), trans-N,N′-dimethyl-cyclohexyl-1,2-diamine, P(=O)([O-])([O-])[O-].[K+].[K+].[K+] (potassium phosphate). The reagents and catalysts are [Cu](I)I (copper iodide). Solvent: C(C)OC(C)=O (ethylacetate), CCCCCC (hexane). Product: CC1N(C(C2=CC(=CC=C2C1)C(F)(F)F)=O)C=1C=NC=CC1 (3-Methyl-2-pyridin-3-yl-7-trifluoromethyl-3,4-dihydro-2H-isoquinolin-1-one). Isolated yield 61.8%. RXN SMILES: [CH3:1][CH:2]1[CH2:11][C:10]2[C:5](=[CH:6][C:7]([C:12]([F:15])([F:14])[F:13])=[CH:8][CH:9]=2)[C:4](=[O:16])[NH:3]1.Br[C:18]1[CH:19]=[N:20][CH:21]=[CH:22][CH:23]=1.O1CCOCC1.P([O-])([O-])([O-])=O.[K+].[K+].[K+]>CCCCCC.[Cu](I)I.C(OC(=O)C)C>[CH3:1][CH:2]1[CH2:11][C:10]2[C:5](=[CH:6][C:7]([C:12]([F:13])([F:15])[F:14])=[CH:8][CH:9]=2)[C:4](=[O:16])[N:3]1[C:18]1[CH:19]=[N:20][CH:21]=[CH:22][CH:23]=1 |f:3.4.5.6|. Reported procedure: 3-Methyl-7-trifluoromethyl-3,4-dihydro-2H-isoquinolin-1-one (I-43d: 40 mg, 0.1745 mmol) was reacted with 3-bromo-pyridine (19 mg, 0.1163 mmol), 1,4-dioxane (5 mL), copper iodide (4 mg), trans-N,N′-dimethyl-cyclohexyl-1,2-diamine (8 mg) and potassium phosphate (93 mg, 0.4363 mmol). The reaction was monitored by TLC (50% ethylacetate in hexane). The reaction mass was concentrated under reduced pressure and partitioned between ethylacetate and water. The organic layer was washed with water, brine s... Starting materials: FC=1C(=NC(=NC1)C#C[Si](C)(C)C)OC (5-fluoro-4-methoxy-2-((trimethylsilyl)ethynyl)pyrimidine), C(#C)C1=NC=CC(=N1)OC (2-ethynyl-4-methoxypyrimidine). Product: C(#C)C1=NC=C(C(=N1)OC)F (2-Ethynyl-5-fluoro-4-methoxypyrimidine). RXN SMILES: [F:1][C:2]1[C:3]([O:14][CH3:15])=[N:4][C:5]([C:8]#[C:9][Si](C)(C)C)=[N:6][CH:7]=1.C(C1N=C(OC)C=CN=1)#C>>[C:8]([C:5]1[N:4]=[C:3]([O:14][CH3:15])[C:2]([F:1])=[CH:7][N:6]=1)#[CH:9]. Procedure details: Obtained (82%) from 5-fluoro-4-methoxy-2-((trimethylsilyl)ethynyl)pyrimidine (Preparation 16b) following the experimental procedure as described in Preparation 1b followed by purification by flash chromatography (99:1 dichloromethane/methanol). Starting materials: Cl.ClC1=C(C(C2=C(C=CC=C2)Cl)OC2CNC2)C=CC=C1 (3-(2,2′-dichlorobenzhydryloxy)azetidine hydrochloride), [N-]=C=O (isocyanate), ClC1=C(C(C2=C(C=CC=C2)Cl)OC2CN(C2)C(=O)NC(C)(C)C)C=CC=C1 (3-(2,2′-dichlorobenzhydryloxy)-N-(tert-butyl)azetidine-1-carboxamide). Product: ClC1=C(C(C2=C(C=CC=C2)Cl)OC2CN(C2)C(=O)NC(C)CC)C=CC=C1 (3-(2,2′-dichlorobenzhydryloxy)-N-(sec-butyl)azetidine-1-carboxamide). As a reaction SMILES: Cl.Cl[C:3]1C=CC=CC=1C(OC1CNC1)C1C=CC=CC=1Cl.[N-]=C=O.[Cl:25][C:26]1[CH:51]=[CH:50][CH:49]=[CH:48][C:27]=1[CH:28]([O:36][CH:37]1[CH2:40][N:39]([C:41]([NH:43][C:44]([CH3:47])([CH3:46])C)=[O:42])[CH2:38]1)[C:29]1[CH:34]=[CH:33][CH:32]=[CH:31][C:30]=1[Cl:35]>>[Cl:35][C:30]1[CH:31]=[CH:32][CH:33]=[CH:34][C:29]=1[CH:28]([O:36][CH:37]1[CH2:38][N:39]([C:41]([NH:43][CH:44]([CH2:46][CH3:3])[CH3:47])=[O:42])[CH2:40]1)[C:27]1[CH:48]=[CH:49][CH:50]=[CH:51][C:26]=1[Cl:25] |f:0.1|. Procedure: This material was prepared from 3-(2,2′-dichlorobenzhydryloxy)azetidine hydrochloride (68) and the corresponding commercially available isocyanate using the procedure described for compound (69). Reactants: C(C)(C)(C)OC(C[C@@H](CCCC1CCCCC1)C1=NC(=NO1)C(=O)OCC)=O (ethyl 5-{(1R)-1-[2-(tert-butoxy)-2-oxoethyl]4-cyclohexylbutyl}-1,2,4-oxadiazole-3-carboxylate), CN1CCNCC1 (1-methylpiperazine). The solvent is C(C)O (ethanol). Reaction conditions: temperature 60 celsius. The product is C1(CCCCC1)CCC[C@H](CC(=O)OC(C)(C)C)C1=NC(=NO1)C(=O)N1CCN(CC1)C (tert-Butyl (3R)-6-cyclohexyl-3-(3-[(4-methyl-1-piperazinyl)carbonyl]-1,2,4-oxadiazol-5-yl)hexanoate). Isolated yield 91.5%. As a reaction SMILES: [C:1]([O:5][C:6](=[O:28])[CH2:7][C@H:8]([C:18]1[O:22][N:21]=[C:20]([C:23]([O:25]CC)=O)[N:19]=1)[CH2:9][CH2:10][CH2:11][CH:12]1[CH2:17][CH2:16][CH2:15][CH2:14][CH2:13]1)([CH3:4])([CH3:3])[CH3:2].[CH3:29][N:30]1[CH2:35][CH2:34][NH:33][CH2:32][CH2:31]1>C(O)C>[CH:12]1([CH2:11][CH2:10][CH2:9][C@@H:8]([C:18]2[O:22][N:21]=[C:20]([C:23]([N:33]3[CH2:34][CH2:35][N:30]([CH3:29])[CH2:31][CH2:32]3)=[O:25])[N:19]=2)[CH2:7][C:6]([O:5][C:1]([CH3:4])([CH3:2])[CH3:3])=[O:28])[CH2:17][CH2:16][CH2:15][CH2:14][CH2:13]1. Reported procedure: A solution of ethyl 5-{(1R)-1-[2-(tert-butoxy)-2-oxoethyl]4-cyclohexylbutyl}-1,2,4-oxadiazole-3-carboxylate (Preparation 3) (300 mg, 0.76 mmol) in ethanol (4 ml) was treated with 1-methylpiperazine (0.84 ml, 7.60 mmol) and the resulting mixture was heated at 60° C. under a nitrogen atmosphere for 16 hours. The mixture was cooled and the solvent removed under reduced pressure. The residue was purified by column chromatography on silica gel eluting with a gradient system of dichloromethane:methano...